Dataset: the Open Reaction Database (ORD), a public repository of structured organic reaction records. Task: describe an organic reaction: reactants, conditions, products, and yield The reactants are CCOC(=O)C1Oc2cccc(Br)c2CC1=O, CO, Cl, O, O=C(O)C(F)(F)F. Product: O=C1COc2cccc(Br)c2C1. RXN SMILES: [CH2:1]([O:2][C:3](=[O:4])[CH:6]1[O:7][c:8]2[cH:9][cH:10][cH:11][c:12]([Br:17])[c:13]2[CH2:14][C:15]1=[O:16])[CH3:5].[CH3:25][OH:26].[ClH:27].[OH2:28].[OH:18][C:19]([C:20]([F:21])([F:22])[F:23])=[O:24]>>[CH2:6]1[O:7][c:8]2[cH:9][cH:10][cH:11][c:12]([Br:17])[c:13]2[CH2:14][C:15]1=[O:16]. Starting materials: [Cl-].O[NH3+] (hydroxylammonium chloride), C(O)([O-])=O.[Na+] (sodium hydrogencarbonate), CS(=O)C (dimethyl sulfoxide), CC(C(CN1C(N(C(=CC1=O)OCCC)CC1=CC=C(C=C1)C=1C(=CC=CC1)C#N)=O)=O)(C)C (4′-{[3-(3,3-dimethyl-2-oxobutyl)-2,4-dioxo-6-propoxy-3,4-dihydropyrimidin-1(2H)-yl]methyl}biphenyl-2-carbonitrile). The solvent is C(Cl)(Cl)Cl (chloroform). Conditions: temperature 40 celsius, time 30 minute. The product is CC(C(CN1C(N(C(=CC1=O)OCCC)CC1=CC=C(C=C1)C1=C(C=CC=C1)C1=NOC(N1)=O)=O)=O)(C)C (3-(3,3-dimethyl-2-oxobutyl)-1-{[2′-(5-oxo-4,5-dihydro-1,2,4-oxadiazol-3-yl)biphenyl-4-yl]methyl}-6-propoxypyrimidine-2,4(1H,3H)-dione). Isolated yield 18.8%. As a reaction SMILES: [Cl-].O[NH3+:3].[C:4](=[O:7])([O-])[OH:5].[Na+].CS(C)=O.[CH3:13][C:14]([CH3:46])([CH3:45])[C:15](=[O:44])[CH2:16][N:17]1[C:22](=[O:23])[CH:21]=[C:20]([O:24][CH2:25][CH2:26][CH3:27])[N:19]([CH2:28][C:29]2[CH:34]=[CH:33][C:32]([C:35]3[C:36]([C:41]#[N:42])=[CH:37][CH:38]=[CH:39][CH:40]=3)=[CH:31][CH:30]=2)[C:18]1=[O:43]>C(Cl)(Cl)Cl>[CH3:46][C:14]([CH3:45])([CH3:13])[C:15](=[O:44])[CH2:16][N:17]1[C:22](=[O:23])[CH:21]=[C:20]([O:24][CH2:25][CH2:26][CH3:27])[N:19]([CH2:28][C:29]2[CH:34]=[CH:33][C:32]([C:35]3[CH:40]=[CH:39][CH:38]=[CH:37][C:36]=3[C:41]3[NH:3][C:4](=[O:7])[O:5][N:42]=3)=[CH:31][CH:30]=2)[C:18]1=[O:43] |f:0.1,2.3|. Procedure details: A mixture of hydroxylammonium chloride (1.45 g), sodium hydrogencarbonate (2.18 g) and dimethyl sulfoxide (20 mL) was stirred at 40° C. for 30 min, 4′-{[3-(3,3-dimethyl-2-oxobutyl)-2,4-dioxo-6-propoxy-3,4-dihydropyrimidin-1(2H)-yl]methyl}biphenyl-2-carbonitrile (0.8 g) was added, and the mixture was stirred at 90° C. for 16 hr. The reaction mixture was diluted with chloroform, washed successively with water and saturated brine, and dried over anhydrous magnesium sulfate. The solvent was evaporat... Starting materials: C(C)OC(=O)C=1C(=NN(C1)C1=NC=CC=C1Br)C (1-(3-bromo-pyridin-2-yl)-3-methyl-pyrazole-4-carboxylic acid ethyl ester), P(=O)([O-])([O-])[O-].[K+].[K+].[K+] (potassium phosphate), C1(CC1)B(O)O (cyclopropyl boronic acid). Reagents/catalysts: C(C)(=O)[O-].[Pd+2].C(C)(=O)[O-] (palladium acetate). Run in C1(=CC=CC=C1)C.O (toluene water). Reaction conditions: temperature 100 celsius. The product is C(C)OC(=O)C=1C(=NN(C1)C1=NC=CC=C1C1CC1)C (1-(3-cyclopropyl-pyridin-2-yl)-3-methyl-pyrazole-4-carboxylic acid ethyl ester). The yield is 107.2%. As a reaction SMILES: [CH2:1]([O:3][C:4]([C:6]1[C:7]([CH3:18])=[N:8][N:9]([C:11]2[C:16](Br)=[CH:15][CH:14]=[CH:13][N:12]=2)[CH:10]=1)=[O:5])[CH3:2].P([O-])([O-])([O-])=O.[K+].[K+].[K+].[CH:27]1(B(O)O)[CH2:29][CH2:28]1>C([O-])(=O)C.[Pd+2].C([O-])(=O)C.C1(C)C=CC=CC=1.O>[CH2:1]([O:3][C:4]([C:6]1[C:7]([CH3:18])=[N:8][N:9]([C:11]2[C:16]([CH:27]3[CH2:29][CH2:28]3)=[CH:15][CH:14]=[CH:13][N:12]=2)[CH:10]=1)=[O:5])[CH3:2] |f:1.2.3.4,6.7.8,9.10|. Reported procedure: A mixture of 1-(3-bromo-pyridin-2-yl)-3-methyl-pyrazole-4-carboxylic acid ethyl ester (1.5 g, 5.5 mmol), potassium phosphate (4.0 g, 19.2 mmol), cyclopropyl boronic acid (0.7 g, 8.2 mmol) and toluene/water (2:1, 15 mL) is degassed with nitrogen and tricylohexylphosphene (0.153 g, 0.54 mmol) and palladium acetate (0.061 g, 0.27 mmol) are added. The mixture is degassed again with nitrogen and the reaction vessel is sealed and heated at 100° C. for 16 h. The reaction mixture is concentrated, dilute...